From a dataset of the Open Reaction Database (ORD), a public repository of structured organic reaction records. describe an organic reaction: reactants, conditions, products, and yield Yields the product CCn1nc(C)c2nc(C)nc(Cl)c21. Reactants: CCn1nc(C)c2nc(C)nc(O)c21, ClP(Cl)(Cl)(Cl)Cl, O=P(Cl)(Cl)Cl. Reaction SMILES: [CH3:1][c:2]1[n:3][n:4]([CH2:13][CH3:14])[c:5]2[c:6]1[n:7][c:8]([CH3:12])[n:9][c:10]2[OH:11].[Cl:15][P:16]([Cl:17])([Cl:18])([Cl:19])[Cl:20].[P:21]([Cl:22])([Cl:23])([Cl:24])=[O:25]>>[CH3:1][c:2]1[n:3][n:4]([CH2:13][CH3:14])[c:5]2[c:6]1[n:7][c:8]([CH3:12])[n:9][c:10]2[Cl:15]. Starting materials: [H-].[Na+] (Sodium hydride), COC(=O)COC1=C2CCC(CC2=CC=C1)CNC(OC(C1=CC=CC=C1)C1=CC=CC=C1)=O (benzhydryl N-[[1,2,3,4-tetrahydro-5-(methoxycarbonylmethoxy)-2-naphthyl]methyl]carbamate), CI (methyl iodide), [H-].[Na+] (sodium hydride), CI (methyl iodide). Solvent: CN(C=O)C (N,N-dimethylformamide). Reaction conditions: time 7 hour. Product: CN(C(OC(C1=CC=CC=C1)C1=CC=CC=C1)=O)CC1CC2=CC=CC(=C2CC1)OCC(=O)OC (benzhydryl N-methyl-N-[[1,2,3,4-tetrahydro-5-(methoxycarbonylmethoxy)-2-naphthyl]methyl]carbamate). The yield is 59.1%. Reaction SMILES: [H-].[Na+].[CH3:3][O:4][C:5]([CH2:7][O:8][C:9]1[CH:18]=[CH:17][CH:16]=[C:15]2[C:10]=1[CH2:11][CH2:12][CH:13]([CH2:19][NH:20][C:21](=[O:36])[O:22][CH:23]([C:30]1[CH:35]=[CH:34][CH:33]=[CH:32][CH:31]=1)[C:24]1[CH:29]=[CH:28][CH:27]=[CH:26][CH:25]=1)[CH2:14]2)=[O:6].[CH3:37]I>CN(C)C=O>[CH3:37][N:20]([CH2:19][CH:13]1[CH2:12][CH2:11][C:10]2[C:15](=[CH:16][CH:17]=[CH:18][C:9]=2[O:8][CH2:7][C:5]([O:4][CH3:3])=[O:6])[CH2:14]1)[C:21](=[O:36])[O:22][CH:23]([C:30]1[CH:31]=[CH:32][CH:33]=[CH:34][CH:35]=1)[C:24]1[CH:29]=[CH:28][CH:27]=[CH:26][CH:25]=1 |f:0.1|. Procedure: 60% Sodium hydride (10.2 mg) was added to a stirred solution of benzhydryl N-[[1,2,3,4-tetrahydro-5-(methoxycarbonylmethoxy)-2-naphthyl]methyl]carbamate (117 mg) and methyl iodide (36 mg) in N,N-dimethylformamide (1.2 ml) under ice cooling and the mixture was stirred at the same temperature for 7 hours, then another 60% sodium hydride (10.2 mg) and methyl iodide (36 mg) was added thereto. The resulting mixture was stirred at room temperature for 3 days and extracted with ethyl acetate. The extra... Reactants: Nc1cnc(-c2ccccc2C(F)(F)F)cc1[N+](=O)[O-], O=C(O)C1=NOC2(CCCCC2)C1. The product is O=C(Nc1cnc(-c2ccccc2C(F)(F)F)cc1[N+](=O)[O-])C1=NOC2(CCCCC2)C1. As a reaction SMILES: [N+:1](=[O:2])([O-:3])[c:4]1[c:5]([NH2:20])[cH:6][n:7][c:8](-[c:10]2[c:11]([C:16]([F:17])([F:18])[F:19])[cH:12][cH:13][cH:14][cH:15]2)[cH:9]1.[O:21]1[N:22]=[C:23]([C:31](=[O:32])[OH:33])[CH2:24][C:25]12[CH2:26][CH2:27][CH2:28][CH2:29][CH2:30]2>>[N+:1](=[O:2])([O-:3])[c:4]1[c:5]([NH:20][C:31]([C:23]2=[N:22][O:21][C:25]3([CH2:24]2)[CH2:26][CH2:27][CH2:28][CH2:29][CH2:30]3)=[O:32])[cH:6][n:7][c:8](-[c:10]2[c:11]([C:16]([F:17])([F:18])[F:19])[cH:12][cH:13][cH:14][cH:15]2)[cH:9]1. Starting materials: ClC=1C=C(C=CC1)C1=C(C(=CC=C1OC)CC1=CC(=NC=C1)N1CCNCC1)F (1-[4-(3′-Chloro-2-fluoro-6-methoxy-biphenyl-3-ylmethyl)-pyridin-2-yl]-piperazine), FC(C(=O)O)(F)F (trifluoroacetic acid). Solvent: ClCCl (dichlormethane). Reaction conditions: time 3 hour. The product is C(C)(C)(C)OC(=O)N1CCN(CC1)C1=NC=CC(=C1)CC=1C(=C(C(=CC1)OC)C1=CC(=CC=C1)Cl)F (4-[4-(3′-Chloro-2-fluoro-6-methoxy-biphenyl-3-ylmethyl)-pyridin-2-yl]-piperazine-1-carboxylic acid tert-butyl ester). As a reaction SMILES: [Cl:1][C:2]1[CH:3]=[C:4]([C:8]2[C:13]([O:14][CH3:15])=[CH:12][CH:11]=[C:10]([CH2:16][C:17]3[CH:22]=[CH:21][N:20]=[C:19]([N:23]4[CH2:28][CH2:27][NH:26][CH2:25][CH2:24]4)[CH:18]=3)[C:9]=2[F:29])[CH:5]=[CH:6][CH:7]=1.FC(F)(F)[C:32]([OH:34])=[O:33]>ClCCl>[C:4]([O:34][C:32]([N:26]1[CH2:27][CH2:28][N:23]([C:19]2[CH:18]=[C:17]([CH2:16][C:10]3[C:9]([F:29])=[C:8]([C:4]4[CH:5]=[CH:6][CH:7]=[C:2]([Cl:1])[CH:3]=4)[C:13]([O:14][CH3:15])=[CH:12][CH:11]=3)[CH:22]=[CH:21][N:20]=2)[CH2:24][CH2:25]1)=[O:33])([CH3:8])([CH3:5])[CH3:3]. Reported procedure: Synthesis of 1-[4-(3′-Chloro-2-fluoro-6-methoxy-biphenyl-3-ylmethyl)-pyridin-2-yl]-piperazine (P-515) In a 40 mL vial equipped with a stir bar was placed I-274 (360 mg, 0.703 mmol) and dichlormethane (2.3 mL). The solution was cooled in an ice-water bath for 10 minutes and then trifluoroacetic acid (522 μL, 7.03 mmol) was added. The solution was stirred at room temperature for 3 hours and then concentrated by a stream of nitrogen. To the oil was added water (50 mL), a saturated sodium bicarbonat... Starting materials: BrC=1C=CC(=C(C1)C(=O)C1=CC=C(C=C1)NC1=C(C=C(C=C1)F)F)OC ((5-Bromo-2-methoxy-phenyl)-[4-(2,4-difluoro-phenylamino)-phenyl]-methanone), CN1CCN(CC1)CC#C (1-methyl-4-prop-2-ynyl-piperazine), C(=O)([O-])[O-].[Cs+].[Cs+] (Cs2CO3), C(C)(C)N(C(C)C)CC (N,N-diisopropylethylamine). Reagents/catalysts: Cl[Pd]([P](C1=CC=CC=C1)(C2=CC=CC=C2)C3=CC=CC=C3)([P](C4=CC=CC=C4)(C5=CC=CC=C5)C6=CC=CC=C6)Cl (PdCl2(PPh3)2), [Cu]I (CuI). Run in COCCOCCOC (diethylene glycol dimethyl ether), Cl (HCl), CC(C)(C)OC (TBME). Yields the product FC1=C(C=CC(=C1)F)NC1=CC=C(C=C1)C(=O)C1=C(C=CC(=C1)C#CCN1CCN(CC1)C)OC ([4-(2,4-Difluoro-phenylamino)-phenyl]-{2-methoxy-5-[3-(4-methyl-piperazin-1-yl)-prop-1-ynyl]-phenyl}-methanone). Isolated yield 31.5%. Reaction SMILES: Br[C:2]1[CH:3]=[CH:4][C:5]([O:25][CH3:26])=[C:6]([C:8]([C:10]2[CH:15]=[CH:14][C:13]([NH:16][C:17]3[CH:22]=[CH:21][C:20]([F:23])=[CH:19][C:18]=3[F:24])=[CH:12][CH:11]=2)=[O:9])[CH:7]=1.[CH3:27][N:28]1[CH2:33][CH2:32][N:31]([CH2:34][C:35]#[CH:36])[CH2:30][CH2:29]1.C([O-])([O-])=O.[Cs+].[Cs+].C(N(CC)C(C)C)(C)C>COCCOCCOC.CC(OC)(C)C.Cl.Cl[Pd](Cl)([P](C1C=CC=CC=1)(C1C=CC=CC=1)C1C=CC=CC=1)[P](C1C=CC=CC=1)(C1C=CC=CC=1)C1C=CC=CC=1.[Cu]I>[F:24][C:18]1[CH:19]=[C:20]([F:23])[CH:21]=[CH:22][C:17]=1[NH:16][C:13]1[CH:14]=[CH:15][C:10]([C:8]([C:6]2[CH:7]=[C:2]([C:36]#[C:35][CH2:34][N:31]3[CH2:32][CH2:33][N:28]([CH3:27])[CH2:29][CH2:30]3)[CH:3]=[CH:4][C:5]=2[O:25][CH3:26])=[O:9])=[CH:11][CH:12]=1 |f:2.3.4,^1:70,89|. Procedure: (5-Bromo-2-methoxy-phenyl)-[4-(2,4-difluoro-phenylamino)-phenyl]-methanone (0.5 g; 1.18 mmol), 1-methyl-4-prop-2-ynyl-piperazine (0.33 g; 2.37 mmol), PdCl2(PPh3)2 (0.158 g; 0.22 mmol), Cs2CO3 (1.0 g; 3.1 mmol) and CuI (50 mg; 0.26 mmol) are dissolved in diethylene glycol dimethyl ether (10 ml) and N,N-diisopropylethylamine (5 ml) and heated to 140° C. for 1 hour. The reaction mixture is diluted with TBME, filtered, evaporated and purified by chromatography (SiO2, EtOAc/MeOH/NH3conc 100/0/0>90/10... The reactants are C=1(C(=CC=CC1)C(=O)O[C@H]1C[C@@H](O[C@@H]1COC(=O)C=1C(=CC=CC1)C)N1C(NC(N(C1)CCCC)=O)=O)C (1-(3,5-di-O-toluoyl-2-deoxy-β-D-ribofuranosyl)-5-n-butyl-5,6-dihydro-s-triazine-2,4-(1H,3H)-dione), S(O)(O)(=O)=O (sulfuric acid), C[O-].[Na+] (sodium methoxide), C(=O)=O (carbon dioxide). Run in CO (methanol), O (water), CO (methanol), CO (methanol), CO (methanol), C(Cl)(Cl)Cl (chloroform), C(Cl)(Cl)Cl (chloroform), C(Cl)(Cl)Cl (chloroform). The product is [C@@H]1(C[C@H](O)[C@H](O1)CO)N1C(NC(N(C1)CCCC)=O)=O (1-(2-deoxy-β-D-ribofuranosyl)-5-n-butyl-5,6-dihydro-s-triazine-2,4-(1H,3H)-dione). The yield is 76.7%. As a reaction SMILES: C1(C)C(C([O:9][C@@H:10]2[C@@H:14]([CH2:15][O:16]C(C3C(C)=CC=CC=3)=O)[O:13][C@@H:12]([N:26]3[CH2:31][N:30]([CH2:32][CH2:33][CH2:34][CH3:35])[C:29](=[O:36])[NH:28][C:27]3=[O:37])[CH2:11]2)=O)=CC=CC=1.C[O-].[Na+].C(=O)=O.S(=O)(=O)(O)O>CO.C(Cl)(Cl)Cl.O>[C@@H:12]1([N:26]2[CH2:31][N:30]([CH2:32][CH2:33][CH2:34][CH3:35])[C:29](=[O:36])[NH:28][C:27]2=[O:37])[O:13][C@H:14]([CH2:15][OH:16])[C@@H:10]([OH:9])[CH2:11]1 |f:1.2|. Reported procedure: A reaction mixture consisting of 1.5 gm. (0.0287 mole) of 1-(3,5-di-O-toluoyl-2-deoxy-β-D-ribofuranosyl)-5-n-butyl-5,6-dihydro-s-triazine-2,4-(1H,3H)-dione (prepared in Part B, above), 70 ml. methanol, and 0.4 ml. of a solution of 25% sodium methoxide in methanol is stirred for 18 hours at 22° C. Thin-layer chromatography (25% methanol in chloroform) indicates one spot with a Rf 0.7. At this time solid carbon dioxide chips are added until the pH of the solution is 7.0. The methanol is removed by... Starting materials: C1(CCCCC1)C(=O)N(CCN1CCN(CC1)C1=C(C=C(C=C1)[N+](=O)[O-])OC)C1=NC=CC=C1 (1-[N-cyclohexylcarbonyl-N-(2-pyridyl)-2-aminoethyl]-4-(4-nitro-2-methoxyphenyl)piperazine), O.NN (hydrazine hydrate), O1CCCC1 (tetrahydrofurane), O.NN (hydrazine hydrate). Reagents/catalysts: [Ni+2] (Nichel). Solvent: CO (methanol). Run at time 2 hour. Yields the product C1(CCCCC1)C(=O)N(CCN1CCN(CC1)C1=C(C=C(C=C1)N)OC)C1=NC=CC=C1 (1-[N-cyclohexylcarbonyl-N-(2-pyridyl)-2-aminoethyl]-4-(4-amino-2-methoxyphenyl)piperazine). The yield is 83.6%. Reaction SMILES: [CH:1]1([C:7]([N:9]([C:29]2[CH:34]=[CH:33][CH:32]=[CH:31][N:30]=2)[CH2:10][CH2:11][N:12]2[CH2:17][CH2:16][N:15]([C:18]3[CH:23]=[CH:22][C:21]([N+:24]([O-])=O)=[CH:20][C:19]=3[O:27][CH3:28])[CH2:14][CH2:13]2)=[O:8])[CH2:6][CH2:5][CH2:4][CH2:3][CH2:2]1.O1CCCC1.O.NN>[Ni+2].CO>[CH:1]1([C:7]([N:9]([C:29]2[CH:34]=[CH:33][CH:32]=[CH:31][N:30]=2)[CH2:10][CH2:11][N:12]2[CH2:17][CH2:16][N:15]([C:18]3[CH:23]=[CH:22][C:21]([NH2:24])=[CH:20][C:19]=3[O:27][CH3:28])[CH2:14][CH2:13]2)=[O:8])[CH2:6][CH2:5][CH2:4][CH2:3][CH2:2]1 |f:2.3|. Procedure details: A mixture consisting of 1.70 g of compound of Example 5, 18 mL of tetrahydrofurane, 18 mL of methanol, 50 mg of Nichel-Raney and 1 mL of hydrazine hydrate was stirred for 2 h, at room temperature, followed by the addition of 1 mL of hydrazine hydrate, and stirred for 1 h, at a temperature of 50° C. The catalyst was then filtered out, and the recovered solution was evaporated to dryness, affording the crude product, which was then purified by flash chromatography (ethyl acetate—3 N solution of am...